Dataset: the Open Reaction Database (ORD), a public repository of structured organic reaction records. Task: describe an organic reaction: reactants, conditions, products, and yield Starting materials: FC(C(=O)O)(F)F.FC(C(=O)O)(F)F.ClC=1C=NC=2NC=3C=NC=C(CCC4=C(C=CC(NC1N2)=C4)NC(CC4CCNCC4)=O)C3 (N-[6-chloro-2,4,8,18,22-pentaazatetracyclo[14.3.1.1(3,7).1(9,13)]docosa-1(20),3(22),4,6,9(21),10,12,16,18-nonaen-12-yl]-2-piperidin-4-ylacetamide bis(trifluoroacetate)), C(C1=CN=CC=C1)(=O)Cl (nicotinoyl chloride). The product is FC(C(=O)O)(F)F.FC(C(=O)O)(F)F.FC(C(=O)O)(F)F.ClC=1C=NC=2NC=3C=NC=C(CCC4=C(C=CC(NC1N2)=C4)NC(CC4CCN(CC4)C(=O)C=4C=NC=CC4)=O)C3 (N-[6-Chloro-2,4,8,18,22-pentaazatetracyclo[14.3.1.1(3,7).1(9,13)]docosa-1(20),3(22),4,6,9(21),10,12,16,18-nonaen-12-yl]-2-[1-(pyridin-3-ylcarbonyl)piperidin-4-yl]acetamide tris(trifluoroacetate)). Isolated yield 37.0%. RXN SMILES: [F:1][C:2]([F:7])([F:6])[C:3]([OH:5])=[O:4].[F:8][C:9]([F:14])([F:13])[C:10]([OH:12])=[O:11].[Cl:15][C:16]1[CH:17]=[N:18][C:19]2[NH:20][C:21]3[CH:22]=[N:23][CH:24]=[C:25]([CH:47]=3)[CH2:26][CH2:27][C:28]3[CH:36]=[C:32]([NH:33][C:34]=1[N:35]=2)[CH:31]=[CH:30][C:29]=3[NH:37][C:38](=[O:46])[CH2:39][CH:40]1[CH2:45][CH2:44][NH:43][CH2:42][CH2:41]1.[C:48](Cl)(=[O:55])[C:49]1[CH:54]=[CH:53][CH:52]=[N:51][CH:50]=1>>[F:1][C:2]([F:7])([F:6])[C:3]([OH:5])=[O:4].[F:8][C:9]([F:14])([F:13])[C:10]([OH:12])=[O:11].[F:1][C:2]([F:7])([F:6])[C:3]([OH:5])=[O:4].[Cl:15][C:16]1[CH:17]=[N:18][C:19]2[NH:20][C:21]3[CH:22]=[N:23][CH:24]=[C:25]([CH:47]=3)[CH2:26][CH2:27][C:28]3[CH:36]=[C:32]([NH:33][C:34]=1[N:35]=2)[CH:31]=[CH:30][C:29]=3[NH:37][C:38](=[O:46])[CH2:39][CH:40]1[CH2:45][CH2:44][N:43]([C:48]([C:49]2[CH:50]=[N:51][CH:52]=[CH:53][CH:54]=2)=[O:55])[CH2:42][CH2:41]1 |f:0.1.2,4.5.6.7|. Procedure: The desired compound was prepared according to the procedure of Example A20 using of N-[6-chloro-2,4,8,18,22-pentaazatetracyclo[14.3.1.1(3,7).1(9,13)]docosa-1(20),3(22),4,6,9(21),10,12,16,18-nonaen-12-yl]-2-piperidin-4-ylacetamide bis(trifluoroacetate) and nicotinoyl chloride as starting materials in 37% yield. LCMS for C30H30ClN8O2 (M+H)+: m/z=569.2. Reactants: C1(CCCCCO1)=O (ε-caprolactone), BrCCCCCCCCC=C (10-bromo-1-decene), C(C=C)Br (allyl bromide), C1(CCO1)=O (β-propiolactone). As a reaction SMILES: [C:1]1(=[O:8])[O:7][CH2:6][CH2:5][CH2:4][CH2:3][CH2:2]1.[CH2:9](Br)[CH:10]=[CH2:11].C1(=O)OCC1.BrCCCCCCCCC=C>>[CH2:11]([CH:2]1[CH2:3][CH2:4][CH2:5][CH2:6][O:7][C:1]1=[O:8])[CH:10]=[CH2:9]. Procedure: 10.02 g of 3-(2-propenyl)-2-oxepanone of interest were prepared in the same manner as in Preparation Example 2Z-3 except that 11.41 g (100.0 mmol) of ε-caprolactone and 14.52 g (110.0 mmol) of allyl bromide were used instead of β-propiolactone and 10-bromo-1-decene described in Preparation Example 2Z-0.3, respectively. Yield: 65.0%. Product: C(C=C)C1C(OCCCC1)=O (3-(2-propenyl)-2-oxepanone). Reagents/catalysts: C1=CC=C(C=C1)P(C2=CC=CC=C2)C3=CC=CC=C3.C1=CC=C(C=C1)P(C2=CC=CC=C2)C3=CC=CC=C3.Cl[Pd]Cl (bis(triphenylphosphine)palladium(II)chloride), [Cu]I (copper(I)iodide). RXN SMILES: Br[C:2]1[CH:3]=[C:4]([N+:9]([O-:11])=[O:10])[C:5]([CH3:8])=[N:6][CH:7]=1.[CH2:12]([NH:15][C:16](=[O:22])[O:17][C:18]([CH3:21])([CH3:20])[CH3:19])[C:13]#[CH:14]>C1C=CC(P(C2C=CC=CC=2)C2C=CC=CC=2)=CC=1.C1C=CC(P(C2C=CC=CC=2)C2C=CC=CC=2)=CC=1.Cl[Pd]Cl.[Cu]I>[C:18]([O:17][C:16](=[O:22])[NH:15][CH2:12][C:13]#[C:14][C:2]1[CH:7]=[N:6][C:5]([CH3:8])=[C:4]([N+:9]([O-:11])=[O:10])[CH:3]=1)([CH3:21])([CH3:20])[CH3:19] |f:2.3.4|. Conditions: temperature 70 celsius, time 2.5 hour. Yield: 79.3%. Reported procedure: To a solution of 5-bromo-2-methyl-3-nitropyridine (2.81 g, 12.9 mmol) in TEA (25 mL) was added tert-butyl prop-2-yn-1-ylcarbamate (2.58 g, 16.6 mmol). The solution was degassed with argon. To the reaction mixture were added bis(triphenylphosphine)palladium(II)chloride (0.18 g, 0.26 mmol) and copper(I)iodide (0.098 g, 0.52 mmol). The reaction mixture was allowed to stir at 70° C. for 2.5 h and was then concentrated and diluted with EtOAc (100 mL). The mixture was filtered over a pad of Celite® an... Starting materials: BrC=1C=C(C(=NC1)C)[N+](=O)[O-] (5-bromo-2-methyl-3-nitropyridine), C(C#C)NC(OC(C)(C)C)=O (tert-butyl prop-2-yn-1-ylcarbamate). Solvent: TEA. Product: C(C)(C)(C)OC(NCC#CC=1C=NC(=C(C1)[N+](=O)[O-])C)=O (tert-butyl[3-(6-methyl-5-nitropyridin-3-yl)prop-2-yn-1-yl]carbamate). The reactants are CC(C)(C)OC(=O)CBr, C1CCOC1, [Li]CCCC, CCCCC(C)CCC(=O)N1C(=O)OC(c2ccccc2)C1C, CC(C)NC(C)C. Yields the product CCCCC(C)CC(CC(=O)OC(C)(C)C)C(=O)N1C(=O)OC(c2ccccc2)C1C. As a reaction SMILES: [Br:36][CH2:37][C:38](=[O:39])[O:40][C:41]([CH3:42])([CH3:43])[CH3:44].[CH2:45]1[O:46][CH2:47][CH2:48][CH2:49]1.[CH2:8]([Li:9])[CH2:10][CH2:11][CH3:12].[CH3:13][CH:14]1[N:15]([C:26]([CH2:27][CH2:28][CH:29]([CH2:30][CH2:31][CH2:32][CH3:33])[CH3:34])=[O:35])[C:16](=[O:25])[O:17][CH:18]1[c:19]1[cH:20][cH:21][cH:22][cH:23][cH:24]1.[CH:1]([NH:2][CH:3]([CH3:4])[CH3:5])([CH3:6])[CH3:7]>>[CH3:13][CH:14]1[N:15]([C:26]([CH:27]([CH2:28][CH:29]([CH2:30][CH2:31][CH2:32][CH3:33])[CH3:34])[CH2:37][C:38](=[O:39])[O:40][C:41]([CH3:42])([CH3:43])[CH3:44])=[O:35])[C:16](=[O:25])[O:17][CH:18]1[c:19]1[cH:20][cH:21][cH:22][cH:23][cH:24]1. The reactants are ClCC1=CC=C(OCC=2N=C(OC2C)C=2OC=CC2)C=C1 (4-[(4-chloromethylphenoxy)methyl]-2-(2-furyl)-5-methyloxazole), OC1=NN(C=C1C=O)C1=CC=CC=C1 (3-hydroxy-1-phenyl-1H-pyrazole-4-carbaldehyde), C([O-])([O-])=O.[K+].[K+] (potassium carbonate), CN(C=O)C (N,N-dimethylformamide). Solvent: O (Water). Run at temperature 90 celsius, time 2 hour. Yields the product O1C(=CC=C1)C=1OC(=C(N1)COC1=CC=C(COC2=NN(C=C2C=O)C2=CC=CC=C2)C=C1)C (3-[(4-{[2-(2-furyl)-5-methyl-1,3-oxazol-4-yl]methoxy}benzyl)oxy]-1-phenyl-1H-pyrazole-4-carbaldehyde). Isolated yield 64.6%. Reaction SMILES: Cl[CH2:2][C:3]1[CH:21]=[CH:20][C:6]([O:7][CH2:8][C:9]2[N:10]=[C:11]([C:15]3[O:16][CH:17]=[CH:18][CH:19]=3)[O:12][C:13]=2[CH3:14])=[CH:5][CH:4]=1.[OH:22][C:23]1[C:27]([CH:28]=[O:29])=[CH:26][N:25]([C:30]2[CH:35]=[CH:34][CH:33]=[CH:32][CH:31]=2)[N:24]=1.C(=O)([O-])[O-].[K+].[K+].CN(C)C=O>O>[O:16]1[CH:17]=[CH:18][CH:19]=[C:15]1[C:11]1[O:12][C:13]([CH3:14])=[C:9]([CH2:8][O:7][C:6]2[CH:20]=[CH:21][C:3]([CH2:2][O:22][C:23]3[C:27]([CH:28]=[O:29])=[CH:26][N:25]([C:30]4[CH:31]=[CH:32][CH:33]=[CH:34][CH:35]=4)[N:24]=3)=[CH:4][CH:5]=2)[N:10]=1 |f:2.3.4|. Procedure details: A mixture of 4-[(4-chloromethylphenoxy)methyl]-2-(2-furyl)-5-methyloxazole (3.01 g), 3-hydroxy-1-phenyl-1H-pyrazole-4-carbaldehyde (1.70 g), potassium carbonate (1.24 g) and N,N-dimethylformamide (100 mL) was stirred at 90° C. for 2 hrs. Water was poured into the reaction mixture, and the mixture was extracted with ethyl acetate. The ethyl acetate layer was washed with saturated brine, dried over anhydrous magnesium sulfate and concentrated. The residue was subjected to silica gel column chromat...